This data is from the Open Reaction Database (ORD), a public repository of structured organic reaction records. The task is: describe an organic reaction: reactants, conditions, products, and yield Reactants: ClC1=C(C=C(C=C1)Cl)O (2,5-dichloro-phenol), [OH-].[K+] (caustic potash), O (water). The solvent is C=1(C(=CC=CC1)C)C (xylene). Yields the product ClC1=C(C=C(C=C1)Cl)[O-].[K+] (potassium 2,5-dichlorophenolate). As a reaction SMILES: [Cl:1][C:2]1[CH:7]=[CH:6][C:5]([Cl:8])=[CH:4][C:3]=1[OH:9].[OH-].[K+:11].O>C1(C)C(C)=CC=CC=1>[Cl:1][C:2]1[CH:7]=[CH:6][C:5]([Cl:8])=[CH:4][C:3]=1[O-:9].[K+:11] |f:1.2,5.6|. Procedure: A solution of 81.5 gm (0.50 mol) of 2,5-dichloro-phenol in 400 ml of xylene was boiled with 31.8 gm of 88% caustic potash (corresponding to 0.50 mol KOH) in a vessel equipped with an efficient water trap comprising a water-cooled phase separation tube until no more water separated out of the distillate. An anhydrous solution of potassium 2,5-dichlorophenolate in xylene was thus obtained. This solution was filtered and then charged into a shaker autoclave having a capacity of 2 liters, which had ...